From a dataset of the Open Reaction Database (ORD), a public repository of structured organic reaction records. describe an organic reaction: reactants, conditions, products, and yield The solvent is CN(C)C=O (DMF), C(C)(=O)OCC (ethyl acetate). Reported procedure: A solution of 1 mmol of 3,4-dichloroimidazole in anhydrous DMF (5 mL) is treated with sodium hydride (1.05 mmol) at 0° C. under nitrogen with magnetic stirring. After 30 min., 2-chloroethyl methyl ether (1 mmol) is added and the reaction mixture is warmed to 60° C. for 2 h. The reaction mixture is cooled, portioned between water and ethyl acetate. The organic layer is separated, washed with water, brine and dried over sodium sulfate. The reaction mixture is filtered, evaporated and purified by c... Product: COC(C)C1=NC=C(N1Cl)Cl (1-methoxyethyl-3,4-dichloroimidazole). RXN SMILES: [Cl:1][N:2]1[C:6]([Cl:7])=[CH:5][N:4]=[CH:3]1.[H-].[Na+].[CH3:10][O:11][CH2:12][CH2:13]Cl.O>CN(C=O)C.C(OCC)(=O)C>[CH3:10][O:11][CH:12]([C:3]1[N:2]([Cl:1])[C:6]([Cl:7])=[CH:5][N:4]=1)[CH3:13] |f:1.2|. Reactants: ClN1C=NC=C1Cl (3,4-dichloroimidazole), [H-].[Na+] (sodium hydride), O (water), COCCCl (2-chloroethyl methyl ether). Run at temperature 60 celsius, time 30 minute.